The task is: describe an organic reaction: reactants, conditions, products, and yield. This data is from the Open Reaction Database (ORD), a public repository of structured organic reaction records. Reactants: [Br-], COC(=O)CBr, CCOC(=O)C(CCc1ccccc1)NC1CN(C)c2ccccc2NC1=O, CCCC[N+](CCCC)(CCCC)CCCC, [K+], C1CCOC1, [OH-]. The product is CCOC(=O)C(CCc1ccccc1)NC1CN(C)c2ccccc2N(CC(=O)OC)C1=O. RXN SMILES: [Br-:37].[Br:31][CH2:32][C:33](=[O:34])[O:35][CH3:36].[C:1](=[O:2])([O:3][CH2:4][CH3:5])[CH:6]([CH2:7][CH2:8][c:9]1[cH:10][cH:11][cH:12][cH:13][cH:14]1)[NH:15][CH:16]1[CH2:17][N:18]([CH3:28])[c:19]2[c:20]([cH:24][cH:25][cH:26][cH:27]2)[NH:21][C:22]1=[O:23].[CH3:38][CH2:39][CH2:40][CH2:41][N+:42]([CH2:43][CH2:44][CH2:45][CH3:46])([CH2:47][CH2:48][CH2:49][CH3:50])[CH2:51][CH2:52][CH2:53][CH3:54].[K+:30].[O:55]1[CH2:56][CH2:57][CH2:58][CH2:59]1.[OH-:29]>>[C:1](=[O:2])([O:3][CH2:4][CH3:5])[CH:6]([CH2:7][CH2:8][c:9]1[cH:10][cH:11][cH:12][cH:13][cH:14]1)[NH:15][CH:16]1[CH2:17][N:18]([CH3:28])[c:19]2[c:20]([cH:24][cH:25][cH:26][cH:27]2)[N:21]([CH2:32][C:33](=[O:34])[O:35][CH3:36])[C:22]1=[O:23]. The reactants are CC(C)(C)c1ccc(N)cc1, CN(C)c1ccncc1, ClCCl, CN(C)C=O, O, c1ccncc1, O=C(O)C1=CCN(c2ncccn2)CC1. Yields the product CC(C)(C)c1ccc(NC(=O)C2=CCN(c3ncccn3)CC2)cc1. RXN SMILES: [C:27]([CH3:28])([CH3:29])([CH3:30])[c:31]1[cH:32][cH:33][c:34]([NH2:35])[cH:36][cH:37]1.[CH3:41][N:42]([c:43]1[cH:44][cH:45][n:46][cH:47][cH:48]1)[CH3:49].[Cl:38][CH2:39][Cl:40].[O:16]=[CH:17][N:18]([CH3:19])[CH3:20].[OH2:50].[cH:21]1[cH:22][cH:23][n:24][cH:25][cH:26]1.[n:1]1[c:2]([N:7]2[CH2:8][CH2:9][C:10]([C:13](=[O:14])[OH:15])=[CH:11][CH2:12]2)[n:3][cH:4][cH:5][cH:6]1>>[n:1]1[c:2]([N:7]2[CH2:8][CH2:9][C:10]([C:13](=[O:15])[NH:35][c:34]3[cH:33][cH:32][c:31]([C:27]([CH3:28])([CH3:29])[CH3:30])[cH:37][cH:36]3)=[CH:11][CH2:12]2)[n:3][cH:4][cH:5][cH:6]1. Starting materials: C(C)OC([C@@H](CCC(=O)C1=CC=C(C=C1)F)NC(=O)OC(C)(C)C)=O ((R)-2-t-butoxycarbonylamino-5-(4-fluorophenyl)-5-oxovaleric acid ethyl ester). The solvent is Cl.C(C)(=O)OCC (hydrochloric acid ethyl acetate). Reaction conditions: time 2 hour. Product: C(C)OC(=O)[C@@H]1N[C@@H](CC1)C1=CC=C(C=C1)F ((2R,5S)-5-(4-fluorophenyl)pyrrolidine-2-carboxylic acid ethyl ester). The yield is 73.2%. Reaction SMILES: [CH2:1]([O:3][C:4](=[O:25])[C@H:5]([NH:17]C(OC(C)(C)C)=O)[CH2:6][CH2:7][C:8]([C:10]1[CH:15]=[CH:14][C:13]([F:16])=[CH:12][CH:11]=1)=O)[CH3:2]>Cl.C(OCC)(=O)C>[CH2:1]([O:3][C:4]([C@H:5]1[CH2:6][CH2:7][C@@H:8]([C:10]2[CH:15]=[CH:14][C:13]([F:16])=[CH:12][CH:11]=2)[NH:17]1)=[O:25])[CH3:2] |f:1.2|. Procedure details: A 4 N hydrochloric acid/ethyl acetate solution (90 mL) was added to (R)-2-t-butoxycarbonylamino-5-(4-fluorophenyl)-5-oxovaleric acid ethyl ester (6.33 g), and the resultant was stirred at room temperature for 2 hours. The solvent was removed under a vacuum, and ethanol (50 mL) and 10% palladium on carbon (6 g, 50% water content) was added, and under a hydrogen atmosphere, stirring was continued for 20 hours at room temperature. The catalyst was filtered off on celite, and the solvent was removed... Reactants: C(=O)(N1C=NC=C1)N1C=NC=C1 (1,1'-carbonyldiimidazole), C(C(=O)C)(=O)O (pyruvic acid), CC1=C(C(=CC(=C1)NC1=NN(C=C1)C1=CC=CC=C1)C)O (2,6-dimethyl-4-(1-phenyl-1H-pyrazol-3-yl) aminophenol). Run in ClCCl (dichloromethane). Conditions: time 16 hour. Product: O=C(C(=O)OC1=C(C=C(C=C1C)NC1=NN(C=C1)C1=CC=CC=C1)C)C (2,6-Dimethyl-4-(1-phenyl-1H-pyrazol-3-yl)aminophenyl 2-oxopropanoate). As a reaction SMILES: C(N1C=CN=C1)(N1C=CN=C1)=O.[C:13]([OH:18])(=[O:17])[C:14]([CH3:16])=[O:15].[CH3:19][C:20]1[CH:25]=[C:24]([NH:26][C:27]2[CH:31]=[CH:30][N:29]([C:32]3[CH:37]=[CH:36][CH:35]=[CH:34][CH:33]=3)[N:28]=2)[CH:23]=[C:22]([CH3:38])[C:21]=1O>ClCCl>[O:15]=[C:14]([CH3:16])[C:13]([O:18][C:21]1[C:22]([CH3:38])=[CH:23][C:24]([NH:26][C:27]2[CH:31]=[CH:30][N:29]([C:32]3[CH:33]=[CH:34][CH:35]=[CH:36][CH:37]=3)[N:28]=2)=[CH:25][C:20]=1[CH3:19])=[O:17]. Procedure details: 1,1'-carbonyldiimidazole (4.9 g) was added batchwise to pyruvic acid (2.6 g) in dichloromethane (100 ml), and after 0.5 hours 2,6-dimethyl-4-(1-phenyl-1H-pyrazol-3-yl) aminophenol (2.8 g) was added. The mixture was left for 16 hours, then evaporated, and the residue was chromatographed (silica, dichloromethane) to give, after crystallisation (hexane/ethyl acetate), the title product (1.0 g) mp 123°-125°. Starting materials: FC1=C(C=CC(=C1)F)N1C=C(C(C2=CC(=C(C(=C12)F)F)F)=O)C(=O)O (1-(2,4-difluorophenyl)-6,7,8-trifluoro-1,4-dihydro-4-oxoquinoline-3-carboxylic acid), CNCCC1CNCCO1 (2-(2 -methylaminoethyl)morpholine). The product is FC1=C(C=CC(=C1)F)N1C=C(C(C2=CC(=C(C(=C12)F)N1CC(OCC1)CCNC)F)=O)C(=O)O (1-(2,4-difluorophenyl)-6,8-difluoro-1,4-dihydro-7-[2-(2-methylaminoethyl)morpholino]-4-oxoquinoline-3-carboxylic acid). Reaction SMILES: [F:1][C:2]1[CH:7]=[C:6]([F:8])[CH:5]=[CH:4][C:3]=1[N:9]1[C:18]2[C:13](=[CH:14][C:15]([F:21])=[C:16](F)[C:17]=2[F:19])[C:12](=[O:22])[C:11]([C:23]([OH:25])=[O:24])=[CH:10]1.[CH3:26][NH:27][CH2:28][CH2:29][CH:30]1[O:35][CH2:34][CH2:33][NH:32][CH2:31]1>>[F:1][C:2]1[CH:7]=[C:6]([F:8])[CH:5]=[CH:4][C:3]=1[N:9]1[C:18]2[C:13](=[CH:14][C:15]([F:21])=[C:16]([N:32]3[CH2:33][CH2:34][O:35][CH:30]([CH2:29][CH2:28][NH:27][CH3:26])[CH2:31]3)[C:17]=2[F:19])[C:12](=[O:22])[C:11]([C:23]([OH:25])=[O:24])=[CH:10]1. Procedure details: By the use of 1-(2,4-difluorophenyl)-6,7,8-trifluoro-1,4-dihydro-4-oxoquinoline-3-carboxylic acid and 2-(2 -methylaminoethyl)morpholine, the reaction is similarly carried but as Example 26 to give 1-(2,4-difluorophenyl)-6,8-difluoro-1,4-dihydro-7-[2-(2-methylaminoethyl)morpholino]-4-oxoquinoline-3-carboxylic acid. The reactants are O=C1CCC(=O)N1Br, Cc1ccc2c(c1)c1ccccc1n2C(=O)OC(C)(C)C, O=C(OOC(=O)c1ccccc1)c1ccccc1, ClC(Cl)(Cl)Cl. Yields the product CC(C)(C)OC(=O)n1c2ccccc2c2cc(CBr)ccc21. Reaction SMILES: [Br:22][N:23]1[C:24](=[O:25])[CH2:26][CH2:27][C:28]1=[O:29].[C:1](=[O:2])([O:3][C:4]([CH3:5])([CH3:6])[CH3:7])[n:8]1[c:9]2[cH:10][cH:11][cH:12][cH:13][c:14]2[c:15]2[cH:16][c:17]([CH3:21])[cH:18][cH:19][c:20]12.[C:30]([O:31][O:32][C:33](=[O:34])[c:35]1[cH:36][cH:37][cH:38][cH:39][cH:40]1)(=[O:41])[c:42]1[cH:43][cH:44][cH:45][cH:46][cH:47]1.[C:48]([Cl:49])([Cl:50])([Cl:51])[Cl:52]>>[C:1](=[O:2])([O:3][C:4]([CH3:5])([CH3:6])[CH3:7])[n:8]1[c:9]2[cH:10][cH:11][cH:12][cH:13][c:14]2[c:15]2[cH:16][c:17]([CH2:21][Br:22])[cH:18][cH:19][c:20]12. The reactants are [C-]#N.[K+] (potassium cyanide), 4-N,N-dimethylaminopyridine, CS(=O)(=O)OCCC(C1=CNC2=C(C=CC=C12)CSC)C1=CC=C(C=C1)C (3-(4-Methylphenyl)-3-{7-[(methylsulfanyl)methyl]-1H-indol-3-yl}propyl methanesulfonate). Solvent: CS(=O)C (DMSO). Run at temperature 120 celsius, time 1 hour. The product is CC1=CC=C(C=C1)C(CCC#N)C1=CNC2=C(C=CC=C12)CSC (4-(4-Methylphenyl)-4-{7-[(methylsulfanyl)methyl]-1H-indol-3-yl}butanonitrile). RXN SMILES: [C-:1]#[N:2].[K+].CS(O[CH2:9][CH2:10][CH:11]([C:24]1[CH:29]=[CH:28][C:27]([CH3:30])=[CH:26][CH:25]=1)[C:12]1[C:20]2[C:15](=[C:16]([CH2:21][S:22][CH3:23])[CH:17]=[CH:18][CH:19]=2)[NH:14][CH:13]=1)(=O)=O>CS(C)=O>[CH3:30][C:27]1[CH:26]=[CH:25][C:24]([CH:11]([C:12]2[C:20]3[C:15](=[C:16]([CH2:21][S:22][CH3:23])[CH:17]=[CH:18][CH:19]=3)[NH:14][CH:13]=2)[CH2:10][CH2:9][C:1]#[N:2])=[CH:29][CH:28]=1 |f:0.1|. Procedure details: 671 mg (10.3 mmol) of potassium cyanide and 31.5 mg (0.26 mmol) of 4-N,N-dimethylaminopyridine were added to 2.08 g (5.15 mmol) of the compound from Example 109A in 112 ml of DMSO. The mixture was stirred at 120° C. for 1 h and then concentrated, and the residue was taken up in ethyl acetate, washed with saturated aqueous sodium bicarbonate solution, water and saturated aqueous sodium chloride solution, dried over magnesium sulfate, filtered and concentrated. The crude product was purified by pr... Reactants: C(C)OC(CC(C)C1=CC=C(C=C1)C1=C(C=C(C=C1)F)F)=O (3-(2',4'-difluoro-4-biphenylyl)butyric acid ethyl ester), [OH-].[K+] (KOH). Solvent: C(C)O (ethanol). Yields the product FC1=C(C=CC(=C1)F)C1=CC=C(C=C1)C(CC(=O)O)C (3-(2',4'-difluoro-4-biphenylyl)-butyric acid). As a reaction SMILES: C([O:3][C:4](=[O:22])[CH2:5][CH:6]([C:8]1[CH:13]=[CH:12][C:11]([C:14]2[CH:19]=[CH:18][C:17]([F:20])=[CH:16][C:15]=2[F:21])=[CH:10][CH:9]=1)[CH3:7])C.[OH-].[K+]>C(O)C>[F:21][C:15]1[CH:16]=[C:17]([F:20])[CH:18]=[CH:19][C:14]=1[C:11]1[CH:12]=[CH:13][C:8]([CH:6]([CH3:7])[CH2:5][C:4]([OH:22])=[O:3])=[CH:9][CH:10]=1 |f:1.2|. Procedure: 3.04 g. of 3-(2',4'-difluoro-4-biphenylyl)butyric acid ethyl ester and 1 g. of KOH in 25 ml. of ethanol are heated under reflux for 2 hours. The mixture is evaporated. The residue is dissolved in water and the solution is washed with ether and acidified to pH 3 with hydrochloric acid and worked up in the customary manner to give 3-(2',4'-difluoro-4-biphenylyl)-butyric acid, m.p. 109°-110°. Reactants: CCCS(=O)(=O)NC=1C=CC(=C(C1F)C(=O)C2=CNC3=C2C=C(C=N3)C=4C=CC(=CC4)Cl)F (Vemurafenib), CC(=O)C (acetone), OCC[N+](C)(C)C (choline), solvent, C(C)(C)O (isopropanol). Run at temperature 35 celsius, time 5 minute. Procedure details: To a stirred suspension of 1.5 g Vemurafenib base and 15 ml acetone (T=30-35° C.), 0.9 ml choline (45% in methanol) was added. The obtained solution was stirred for 5 min at 35° C., then cooled to RT and divided into three identical portions. All three portions were stirred O/N in open vials at RT. To the oily residues, 1.5 ml of solvent was added (vial 1: isopropanol, vial 2: ethyl acetate and vial 3: tert. butylmethylether). After treatment in an ultrasonic bath until a clear solution was obta... Solvent: C(C)(C)(C)OC (tert. butylmethylether), C(C)(=O)OCC (ethyl acetate). The product is CCCS(=O)(=O)NC=1C=CC(=C(C1F)C(=O)C2=CNC3=C2C=C(C=N3)C=4C=CC(=CC4)Cl)F.OCC[N+](C)(C)C (Vemurafenib Choline). Reaction SMILES: [CH3:1][CH2:2][CH2:3][S:4]([NH:7][C:8]1[CH:9]=[CH:10][C:11]([F:33])=[C:12]([C:15]([C:17]2[C:21]3[CH:22]=[C:23]([C:26]4[CH:27]=[CH:28][C:29]([Cl:32])=[CH:30][CH:31]=4)[CH:24]=[N:25][C:20]=3[NH:19][CH:18]=2)=[O:16])[C:13]=1[F:14])(=[O:6])=[O:5].CC(C)=O.[OH:38][CH2:39][CH2:40][N+:41]([CH3:44])([CH3:43])[CH3:42].C(O)(C)C>C(OC)(C)(C)C.C(OCC)(=O)C>[CH3:1][CH2:2][CH2:3][S:4]([NH:7][C:8]1[CH:9]=[CH:10][C:11]([F:33])=[C:12]([C:15]([C:17]2[C:21]3[CH:22]=[C:23]([C:26]4[CH:27]=[CH:28][C:29]([Cl:32])=[CH:30][CH:31]=4)[CH:24]=[N:25][C:20]=3[NH:19][CH:18]=2)=[O:16])[C:13]=1[F:14])(=[O:6])=[O:5].[OH:38][CH2:39][CH2:40][N+:41]([CH3:44])([CH3:43])[CH3:42] |f:6.7|. As a reaction SMILES: [C:1]([CH3:2])([CH3:3])([CH3:4])[c:5]1[cH:6][c:7]([O:31][CH:32]2[CH2:33][CH2:34][NH:35][CH2:36][CH2:37]2)[c:8]([C:9](=[O:10])[NH:11][c:12]2[c:13]([C:14](=[O:15])[NH:16][c:17]3[n:18][cH:19][c:20]([Cl:23])[cH:21][cH:22]3)[cH:24][c:25]([F:28])[cH:26][cH:27]2)[cH:29][cH:30]1.[CH3:38][C:39](=[O:40])[OH:41].[CH3:42][OH:43]>>[C:1]([CH3:2])([CH3:3])([CH3:4])[c:5]1[cH:6][c:7]([O:31][CH:32]2[CH2:33][CH2:34][N:35]([CH3:38])[CH2:36][CH2:37]2)[c:8]([C:9](=[O:10])[NH:11][c:12]2[c:13]([C:14](=[O:15])[NH:16][c:17]3[n:18][cH:19][c:20]([Cl:23])[cH:21][cH:22]3)[cH:24][c:25]([F:28])[cH:26][cH:27]2)[cH:29][cH:30]1. The product is CN1CCC(Oc2cc(C(C)(C)C)ccc2C(=O)Nc2ccc(F)cc2C(=O)Nc2ccc(Cl)cn2)CC1. The reactants are CC(C)(C)c1ccc(C(=O)Nc2ccc(F)cc2C(=O)Nc2ccc(Cl)cn2)c(OC2CCNCC2)c1, CC(=O)O, CO.